From a dataset of the Open Reaction Database (ORD), a public repository of structured organic reaction records. describe an organic reaction: reactants, conditions, products, and yield The reactants are O (water), C(C1=CC=CC=C1)OC(=O)NC(C(=O)OCC1=CC=CC=C1)CCP(=O)(OC)OC1=CC=C(C=C1)C#N (benzyl 2-(N-benzyloxycarbonylamino)-4-[(4-cyanophenyl)(methyl)phosphono]butanoate), C1(=CC=CC=C1)OC (anisole), [Cl-].[Cl-].[Cl-].[Al+3] (aluminum trichloride). Solvent: [N+](=O)([O-])C (nitromethane). Reaction conditions: time 1 hour. The product is NC(C(=O)O)CCP(=O)(OC)OC1=CC=C(C=C1)C#N (2-amino-4-[(4-cyanophenyl)(methyl)phosphono]butanoic acid). Isolated yield 70.0%. RXN SMILES: C(OC([NH:11][CH:12]([CH2:23][CH2:24][P:25]([O:29][C:30]1[CH:35]=[CH:34][C:33]([C:36]#[N:37])=[CH:32][CH:31]=1)([O:27][CH3:28])=[O:26])[C:13]([O:15]CC1C=CC=CC=1)=[O:14])=O)C1C=CC=CC=1.C1(OC)C=CC=CC=1.[Cl-].[Cl-].[Cl-].[Al+3].O>[N+](C)([O-])=O>[NH2:11][CH:12]([CH2:23][CH2:24][P:25]([O:29][C:30]1[CH:31]=[CH:32][C:33]([C:36]#[N:37])=[CH:34][CH:35]=1)([O:27][CH3:28])=[O:26])[C:13]([OH:15])=[O:14] |f:2.3.4.5|. Procedure: Next, 0.95 g (1.82 mmol) of benzyl 2-(N-benzyloxycarbonylamino)-4-[(4-cyanophenyl)(methyl)phosphono]butanoate and 1.18 g (10.9 mmol) of anisole were dissolved in 10 mL of dry nitromethane and mixed with 0.73 g (5.46 mmol) of aluminum trichloride at room temperature. After stirring was carried out at room temperature for 1 hour, 20 mL of water was added and stirred for 10 minutes. The mixture was washed with 50 mL of an ether three times and a water layer was separated, and methanol was added to ... Starting materials: O=C([O-])[O-], CCOC(=O)C=CCBr, CCOC(C)=O, Cc1cc(C#N)cc(C(=O)c2[nH]c(=O)[nH]c(=O)c2C(C)C)c1, [I-], [K+], [K+], [Li+], CN(C)C=O. Product: CCOC(=O)C=CCn1c(C(=O)c2cc(C)cc(C#N)c2)c(C(C)C)c(=O)[nH]c1=O. RXN SMILES: [C:23](=[O:24])([O-:25])[O-:26].[CH2:29]([CH3:30])[O:31][C:32]([CH:33]=[CH:34][CH2:35][Br:36])=[O:37].[CH3:45][CH2:46][O:47][C:48](=[O:49])[CH3:50].[CH:1]([CH3:2])([CH3:3])[c:4]1[c:5]([C:12](=[O:13])[c:14]2[cH:15][c:16]([C:17]#[N:18])[cH:19][c:20]([CH3:22])[cH:21]2)[nH:6][c:7](=[O:11])[nH:8][c:9]1=[O:10].[I-:38].[K+:27].[K+:28].[Li+:39].[O:40]=[CH:41][N:42]([CH3:43])[CH3:44]>>[CH:1]([CH3:2])([CH3:3])[c:4]1[c:5]([C:12](=[O:13])[c:14]2[cH:15][c:16]([C:17]#[N:18])[cH:19][c:20]([CH3:22])[cH:21]2)[n:6]([CH2:35][CH:34]=[CH:33][C:32]([O:31][CH2:29][CH3:30])=[O:37])[c:7](=[O:11])[nH:8][c:9]1=[O:10]. The reactants are C(CCCC)[C@@H]1CC[C@H](CC1)O (trans-4-pentylcyclohexanol), FC=1C=C(C(=O)Cl)C=CC1F (3,4-difluorobenzoyl chloride). The solvent is N1=CC=CC=C1 (pyridine), C1(=CC=CC=C1)C (toluene), O (water). Conditions: temperature 60 celsius. The product is C(CCCC)[C@@H]1CC[C@H](CC1)OC(C1=CC(=C(C=C1)F)F)=O (3,4-difluorobenzoic acid-trans-4-pentylcyclohexyl ester). Yield: 70.0%. Reaction SMILES: [CH2:1]([C@H:6]1[CH2:11][CH2:10][C@H:9]([OH:12])[CH2:8][CH2:7]1)[CH2:2][CH2:3][CH2:4][CH3:5].[F:13][C:14]1[CH:15]=[C:16]([CH:20]=[CH:21][C:22]=1[F:23])[C:17](Cl)=[O:18]>N1C=CC=CC=1.C1(C)C=CC=CC=1.O>[CH2:1]([C@H:6]1[CH2:7][CH2:8][C@H:9]([O:12][C:17](=[O:18])[C:16]2[CH:20]=[CH:21][C:22]([F:23])=[C:14]([F:13])[CH:15]=2)[CH2:10][CH2:11]1)[CH2:2][CH2:3][CH2:4][CH3:5]. Reported procedure: To a solution of trans-4-pentylcyclohexanol (1.9 g 0.011 mol) dissolved in dry pyridine (5 ml) was added a solution of 3,4-difluorobenzoyl chloride (2.0 g, 0.011 mol) dissolved in dry toluene (10 ml), followed by heating the mixture at 60° C. for 3 hours, thereafter pouring the reaction mixture in water (100 ml), separating the toluene layer, washing it with 6N hydrochloric acid, then with 2N-NaOH aqueous solution and further with water, drying with anhydrous sodium sulfate, distilling off tolue... Reaction SMILES: C([O:8][C:9]1[CH:10]=[C:11]([CH:20]=[CH:21][CH:22]=1)[CH:12]([OH:19])[CH2:13][NH:14][C:15]([CH3:18])([CH3:17])[CH3:16])C1C=CC=CC=1.[CH2:23]=O>>[OH:8][C:9]1[CH:10]=[C:11]([CH:12]2[O:19][CH2:23][N:14]([C:15]([CH3:16])([CH3:17])[CH3:18])[CH2:13]2)[CH:20]=[CH:21][CH:22]=1. The reactants are C(C1=CC=CC=C1)OC=1C=C(C(CNC(C)(C)C)O)C=CC1 (m-(benzyloxy)-α-[(tert-butylamino)methyl]benzyl alcohol), C=O (formaldehyde). Yields the product OC=1C=C(C=CC1)C1CN(CO1)C(C)(C)C (5-(3-hydroxyphenyl)-3-tert-butyloxazolidine). Procedure: In the manner described in Example 28, m-(benzyloxy)-α-[(tert-butylamino)methyl]benzyl alcohol is reacted with formaldehyde to afford the oxazolidine derivative, which is debenzylated by the procedure of Example 26 to give the title compound. Reactants: FC1=CC=C(C=C1)CC(=O)O (4-fluorophenylacetic acid), CC(C)O (2-propanol), C1(=CC=C(C=C1)S(=O)(=O)O)C (p-toluenesulphonic acid). Solvent: C1=CC=CC=C1 (benzene). Yields the product FC1=CC=C(C=C1)CC(=O)OC(C)C (isopropyl 4-fluorophenylacetate). Reaction SMILES: [F:1][C:2]1[CH:7]=[CH:6][C:5]([CH2:8][C:9]([OH:11])=[O:10])=[CH:4][CH:3]=1.[CH3:12][CH:13](O)[CH3:14].C1(C)C=CC(S(O)(=O)=O)=CC=1>C1C=CC=CC=1>[F:1][C:2]1[CH:3]=[CH:4][C:5]([CH2:8][C:9]([O:11][CH:13]([CH3:14])[CH3:12])=[O:10])=[CH:6][CH:7]=1. Procedure: A mixture of 4-fluorophenylacetic acid (123.0 g), 2-propanol (96.0 g), p-toluenesulphonic acid (9.6 g) and benzene (1.3 l) is refluxed for 7 hours with a Dean-Stark separator. The solution is washed with a 10% aqueous solution of sodium carbonate (2×500 ml) and with water (2×500 ml). After drying over magnesium sulphate, the solvent and the excess 2-propanol are evaporated in vacuo. The residue is distilled (51°-53°/3·10-2Torr) to yield isopropyl 4-fluorophenylacetate. Starting materials: FC(C(=O)OC12CC3CC(CC(C1)C3)C2)(F)F (1-trifluoroacetoxyadamantane), [N+](=O)([O-])C1=CC(=CC=C1)[N+](=O)[O-] (m-dinitrobenzene), material, FOC(F)(F)F (trifluoromethyl hypofluorite). Solvent: FC(Cl)(Cl)Cl (fluorotrichloromethane). Product: FC12CC3(CC(CC(C1)C3)C2)OC(C(F)(F)F)=O (3-fluoro-1-trifluoroacetoxyadamantane). Yield: 45.9%. As a reaction SMILES: [F:1][C:2]([F:17])([F:16])[C:3]([O:5][C:6]12[CH2:15][CH:10]3[CH2:11][CH:12]([CH2:14][CH:8]([CH2:9]3)[CH2:7]1)[CH2:13]2)=[O:4].[N+](C1C=CC=C([N+]([O-])=O)C=1)([O-])=O.[F:30]OC(F)(F)F>FC(Cl)(Cl)Cl>[F:30][C:10]12[CH2:11][CH:12]3[CH2:14][CH:8]([CH2:7][C:6]([O:5][C:3](=[O:4])[C:2]([F:16])([F:17])[F:1])([CH2:13]3)[CH2:15]1)[CH2:9]2. Procedure details: A solution of 1-trifluoroacetoxyadamantane (1.0 g, 4.0 mmole, prepared by reacting adamantan-1-ol with trifluoroacetic anhydride in dry pyridine) in fluorotrichloromethane (10 ml), containing m-dinitrobenzene (80 mg, 0.48 mmole), was treated with trifluoromethyl hypofluorite (4.5 mmole) at -25° for 24 hours, air being recrystallization admitted to the reaction vessel during this time. The product was recovered in a similar manner to that described in Example 3 and was chromatographed on silica (...